describe an organic reaction: reactants, conditions, products, and yield From a dataset of the Open Reaction Database (ORD), a public repository of structured organic reaction records. Reactants: CC1=C(C(=O)O)C=CC=N1 (2-methylnicotinic acid), C(C(=O)Cl)(=O)Cl (oxalyl chloride). The reagents and catalysts are CN(C=O)C (dimethylformamide). Run in ClCCl (dichloromethane). Reaction conditions: time 1 hour. Yields the product Cl.CC1=C(C(=O)Cl)C=CC=N1 (2-methylnicotinoyl chloride hydrochloride). Isolated yield 169.9%. As a reaction SMILES: [CH3:1][C:2]1[N:10]=[CH:9][CH:8]=[CH:7][C:3]=1[C:4](O)=[O:5].C(Cl)(=O)C([Cl:14])=O>ClCCl.CN(C)C=O>[ClH:14].[CH3:1][C:2]1[N:10]=[CH:9][CH:8]=[CH:7][C:3]=1[C:4]([Cl:14])=[O:5] |f:4.5|. Procedure details: To a solution of 2-methylnicotinic acid (470 mg) in dichloromethane (6 ml) were dropwise added oxalyl chloride (522 mg) and dimethylformamide (1 drop) at 0° C. under nitrogen atmosphere, and the mixture was stirred for 1 hour at the same condition. The mixture was concentrated and the residue was pulverized with diethyl ether to give 2-methylnicotinoyl chloride hydrochloride (671 mg) as a solid. Reactants: C(C)(C)(C)O[C@H](C(=O)OCC)C1=C(C2=C(N=C(S2)C=2C=C3CNC(C3=CC2)=O)C=C1C)C1=CC=C(C=C1)Cl ((S)-ethyl 2-tert-butoxy-2-(7-(4-chlorophenyl)-5-methyl-2-(1-oxoisoindolin-5-yl)benzo[d]thiazol-6-yl)acetate), [H-].[Na+] (NaH), [NH4+].[Cl-] (NH4Cl), IC (iodomethane). Run in CN(C)C=O (DMF), CCOC(=O)C (EtOAc). Conditions: time 15 minute. Product: C(C)(C)(C)O[C@H](C(=O)OCC)C1=C(C2=C(N=C(S2)C=2C=C3CN(C(C3=CC2)=O)C)C=C1C)C1=CC=C(C=C1)Cl ((S)-ethyl 2-tert-butoxy-2-(7-(4-chlorophenyl)-5-methyl-2-(2-methyl-1-oxoisoindolin-5-yl)benzo[d]thiazol-6-yl)acetate). Reaction SMILES: [C:1]([O:5][C@@H:6]([C:12]1[C:30]([CH3:31])=[CH:29][C:15]2[N:16]=[C:17]([C:19]3[CH:20]=[C:21]4[C:25](=[CH:26][CH:27]=3)[C:24](=[O:28])[NH:23][CH2:22]4)[S:18][C:14]=2[C:13]=1[C:32]1[CH:37]=[CH:36][C:35]([Cl:38])=[CH:34][CH:33]=1)[C:7]([O:9][CH2:10][CH3:11])=[O:8])([CH3:4])([CH3:3])[CH3:2].[H-].[Na+].I[CH3:42].[NH4+].[Cl-]>CN(C=O)C.CCOC(C)=O>[C:1]([O:5][C@@H:6]([C:12]1[C:30]([CH3:31])=[CH:29][C:15]2[N:16]=[C:17]([C:19]3[CH:20]=[C:21]4[C:25](=[CH:26][CH:27]=3)[C:24](=[O:28])[N:23]([CH3:42])[CH2:22]4)[S:18][C:14]=2[C:13]=1[C:32]1[CH:37]=[CH:36][C:35]([Cl:38])=[CH:34][CH:33]=1)[C:7]([O:9][CH2:10][CH3:11])=[O:8])([CH3:2])([CH3:3])[CH3:4] |f:1.2,4.5|. Procedure: To a solution of (S)-ethyl 2-tert-butoxy-2-(7-(4-chlorophenyl)-5-methyl-2-(1-oxoisoindolin-5-yl)benzo[d]thiazol-6-yl)acetate (94 mg, 0.171 mmol) in DMF (2.0 mL) was added NaH (˜10 mg, 60% oil dispersion) at 0° C. After 15 min, iodomethane (0.016 mL, 0.256 mmol) was added and after 30 min the reaction was allowed to warm to room temperature. Satd. aqueous NH4Cl was added and the reaction was diluted with EtOAc, washed sequentially with 5% aqueous LiCl and brine. The organic layer was dried over N... Starting materials: Brc1cc2ccccc2o1, COC(=O)C(CI)C(=O)OC(C)(C)C. Yields the product COC(=O)C(Cc1cc2ccccc2o1)C(=O)OC(C)(C)C. Reaction SMILES: [Br:15][c:16]1[o:17][c:18]2[c:19]([cH:20]1)[cH:21][cH:22][cH:23][cH:24]2.[C:1]([CH3:2])([CH3:3])([CH3:4])[O:5][C:6](=[O:7])[CH:8]([C:9](=[O:10])[O:11][CH3:12])[CH2:13][I:14]>>[C:1]([CH3:2])([CH3:3])([CH3:4])[O:5][C:6](=[O:7])[CH:8]([C:9](=[O:10])[O:11][CH3:12])[CH2:13][c:16]1[o:17][c:18]2[c:19]([cH:20]1)[cH:21][cH:22][cH:23][cH:24]2. The reactants are FC=1C=CC2=C3C=CC=CC3=C(N=C2C1)O (3-Fluorophenanthridin-6-ol), P(=O)(Cl)(Cl)Cl (phosphorus oxychloride), CN(C=O)C (dimethylformamide). Run at temperature 65 celsius, time 1 hour. Product: ClC=1N=C2C=C(C=CC2=C2C=CC=CC12)F (6-chloro-3-fluorophenanthridine). Isolated yield 69.9%. RXN SMILES: [F:1][C:2]1[CH:3]=[CH:4][C:5]2[C:14]([CH:15]=1)=[N:13][C:12](O)=[C:11]1[C:6]=2[CH:7]=[CH:8][CH:9]=[CH:10]1.P(Cl)(Cl)([Cl:19])=O.CN(C)C=O>>[Cl:19][C:12]1[N:13]=[C:14]2[C:5](=[C:6]3[C:11]=1[CH:10]=[CH:9][CH:8]=[CH:7]3)[CH:4]=[CH:3][C:2]([F:1])=[CH:15]2. Procedure: To a mixture of 3-fluorophenanthridin-6-ol (Example 1a, 1.58 g, 7.41 mmol) in phosphorus oxychloride (11.7 g, 7.1 mL, 76 mmol) was added dimethylformamide (0.34 g, 0.46 mmol), and the reaction mixture was warmed to 65° C. and stirred under nitrogen for 1 h. The reaction mixture was cooled to room temperature, followed by the careful addition of ice to the reaction mixture. The mixture was stirred for 20 min, and the extracted with ethyl acetate. The resulting organic layer was washed with satura...